This data is from the Open Reaction Database (ORD), a public repository of structured organic reaction records. The task is: describe an organic reaction: reactants, conditions, products, and yield Starting materials: COC1=C(C=CC(=C1)SC)C1=NC=2C(C(NCC2)=O)=N1 (2-(2-methoxy-4-methylmercapto-phenyl)-5H-imidazo[4,5-c]pyridin-4-one), C(C)(=O)[O-].[Na+] (sodium acetate), BrBr (bromine). Run in C(C)(=O)O (acetic acid), C(C)(=O)O (acetic acid). Product: COC1=C(C=CC(=C1)S(=O)C)C1=NC=2C(C(NCC2)=O)=N1 (2-(2-Methoxy-4-methylsulfinyl-phenyl)-5H-imidazo[4,5-c]pyridin-4-one). RXN SMILES: [CH3:1][O:2][C:3]1[CH:8]=[C:7]([S:9][CH3:10])[CH:6]=[CH:5][C:4]=1[C:11]1[N:20]=[C:14]2[C:15](=[O:19])[NH:16][CH2:17][CH:18]=[C:13]2[N:12]=1.C([O-])(=[O:23])C.[Na+].BrBr>C(O)(=O)C>[CH3:1][O:2][C:3]1[CH:8]=[C:7]([S:9]([CH3:10])=[O:23])[CH:6]=[CH:5][C:4]=1[C:11]1[N:20]=[C:14]2[C:15](=[O:19])[NH:16][CH2:17][CH:18]=[C:13]2[N:12]=1 |f:1.2|. Procedure details: 0.3 g of 2-(2-methoxy-4-methylmercapto-phenyl)-5H-imidazo[4,5-c]pyridin-4-one were suspended in 10 ml of 50% acetic acid, and 0.2 g of anhydrous sodium acetate were added thereto. 0.15 g of bromine, dissolved in 2 ml of glacial acetic acid, was added dropwise to the mixture, while stirring. After the reaction had ended the mixture was poured over ice, and the precipitate thus obtained was recrystallized from ethanol. Melting point: 267°-272° C. (decomposition). The reactants are C1CCOC1, COC(=O)C(CO)NC(=O)c1ccc(NC(=O)OCc2ccccc2)c(C)c1. RXN SMILES: [CH2:29]1[O:30][CH2:31][CH2:32][CH2:33]1.[CH3:1][O:2][C:3]([CH:4]([NH:5][C:6]([c:7]1[cH:8][c:9]([CH3:24])[c:10]([NH:13][C:14](=[O:15])[O:16][CH2:17][c:18]2[cH:19][cH:20][cH:21][cH:22][cH:23]2)[cH:11][cH:12]1)=[O:25])[CH2:26][OH:27])=[O:28]>>[CH3:1][O:2][C:3]([CH:4]1[N:5]=[C:6]([c:7]2[cH:8][c:9]([CH3:24])[c:10]([NH:13][C:14](=[O:15])[O:16][CH2:17][c:18]3[cH:19][cH:20][cH:21][cH:22][cH:23]3)[cH:11][cH:12]2)[O:27][CH2:26]1)=[O:28]. Yields the product COC(=O)C1COC(c2ccc(NC(=O)OCc3ccccc3)c(C)c2)=N1. The reactants are BrC(C(=O)C=1C=CC2=C(NC(C(O2)C)=O)C1)C (6-(2-bromopropionyl)-2-methyl-3-oxo-3,4-dihydro-2H-1,4-benzoxazine), NC1=NC=CC=C1OCC (2-amino-3-ethoxypyridine). Product: C(C)OC=1C=2N(C=CC1)C(=C(N2)C=2C=CC1=C(NC(C(O1)C)=O)C2)C (6-(8-Ethoxy-3-methylimidazo[1,2-a]pyridin-2-yl)-2-methyl-3-oxo-3,4-dihydro-2H-1,4-benzoxazine). Yield: 46.0%. Reaction SMILES: Br[CH:2]([CH3:17])[C:3]([C:5]1[CH:6]=[CH:7][C:8]2[O:13][CH:12]([CH3:14])[C:11](=[O:15])[NH:10][C:9]=2[CH:16]=1)=O.[NH2:18][C:19]1[C:24]([O:25][CH2:26][CH3:27])=[CH:23][CH:22]=[CH:21][N:20]=1>>[CH2:26]([O:25][C:24]1[C:19]2[N:20]([C:2]([CH3:17])=[C:3]([C:5]3[CH:6]=[CH:7][C:8]4[O:13][CH:12]([CH3:14])[C:11](=[O:15])[NH:10][C:9]=4[CH:16]=3)[N:18]=2)[CH:21]=[CH:22][CH:23]=1)[CH3:27]. Reported procedure: 6-(8-Ethoxy-3-methylimidazo[1,2-a]pyridin-2-yl)-2-methyl-3-oxo-3,4-dihydro-2H-1,4-benzoxazine (1.25 g) was prepared in substantially the same manner as that of Example 16 from 6-(2-bromopropionyl)-2-methyl-3-oxo-3,4-dihydro-2H-1,4-benzoxazine (2.4 g) and 2-amino-3-ethoxypyridine (2.8 g). mp. 180°-181° C. (dec.).